This data is from the Open Reaction Database (ORD), a public repository of structured organic reaction records. The task is: describe an organic reaction: reactants, conditions, products, and yield The reactants are C(C1=CC=CC=C1)OC(=O)NCCC(=O)NCCBr (3-(benzyloxycarbonylamino)-N-(2-bromoethyl)propionamide), O.O.O.C(C)N(C([S-])=S)CC.[Na+] (sodium diethyldithiocarbamate trihydrate). Solvent: CC(=O)C (acetone), CC(=O)C (acetone). Reaction conditions: time 40 minute. Product: C(C1=CC=CC=C1)OC(=O)NCCC(=O)NCCSC(=S)N(CC)CC (3-(Benzyloxycarbonylamino)-N-[2-[diethylamino(thiocarbonyl)-thio]ethyl]propionamide). Isolated yield 89.2%. Reaction SMILES: [CH2:1]([O:8][C:9]([NH:11][CH2:12][CH2:13][C:14]([NH:16][CH2:17][CH2:18]Br)=[O:15])=[O:10])[C:2]1[CH:7]=[CH:6][CH:5]=[CH:4][CH:3]=1.O.O.O.[CH2:23]([N:25]([CH2:29][CH3:30])[C:26](=[S:28])[S-:27])[CH3:24].[Na+]>CC(C)=O>[CH2:1]([O:8][C:9]([NH:11][CH2:12][CH2:13][C:14]([NH:16][CH2:17][CH2:18][S:28][C:26]([N:25]([CH2:29][CH3:30])[CH2:23][CH3:24])=[S:27])=[O:15])=[O:10])[C:2]1[CH:7]=[CH:6][CH:5]=[CH:4][CH:3]=1 |f:1.2.3.4.5|. Procedure details: To the solution of 3-(benzyloxycarbonylamino)-N-(2-bromoethyl)propionamide (10 g) in acetone (250 ml), sodium diethyldithiocarbamate trihydrate (6.8 g) in acetone (150 ml) is added and the mixture is stirred for 40 minutes at room temperature. The reaction mixture is filterd and the filtrate is concentrated in vacuo. The residue is dissolved in ethyl acetate (150 ml) and the solution is washed with N hydrochloric acid, N sodium hydroxide, water and saturated sodium chloride solution in the named... Starting materials: FC1=CC=C(C=C1)C1=C(N=C(O1)C1CCN(CC1)C(C)=O)CO (1-{4-[5-(4-fluoro-phenyl)-4-hydroxymethyl-oxazol-2-yl]-piperidin-1-yl}-ethanone), [H-].[Na+] (sodium hydride), CI (methyl iodide). Run in O1CCCC1 (tetrahydrofuran). Run at time 5 minute. Product: FC1=CC=C(C=C1)C1=C(N=C(O1)C1CCN(CC1)C(C)=O)COC (1-{4-[5-(4-Fluoro-phenyl)-4-Methoxymethyl-Oxazol-2-yl]-Piperidin-1-yl}-Ethanone). The yield is 75.7%. RXN SMILES: [F:1][C:2]1[CH:7]=[CH:6][C:5]([C:8]2[O:12][C:11]([CH:13]3[CH2:18][CH2:17][N:16]([C:19](=[O:21])[CH3:20])[CH2:15][CH2:14]3)=[N:10][C:9]=2[CH2:22][OH:23])=[CH:4][CH:3]=1.[H-].[Na+].[CH3:26]I>O1CCCC1>[F:1][C:2]1[CH:7]=[CH:6][C:5]([C:8]2[O:12][C:11]([CH:13]3[CH2:18][CH2:17][N:16]([C:19](=[O:21])[CH3:20])[CH2:15][CH2:14]3)=[N:10][C:9]=2[CH2:22][O:23][CH3:26])=[CH:4][CH:3]=1 |f:1.2|. Procedure: A solution of 1-{4-[5-(4-fluoro-phenyl)-4-hydroxymethyl-oxazol-2-yl]-piperidin-1-yl}-ethanone (1.0 g; 3.14 mmol) in dry tetrahydrofuran (12 ml) is treated with sodium hydride (0.16 g; 4.09 mmol) in small portions. After 5 minutes, it is added methyl iodide (0.31 ml; 5.02 mmol) and the mixture is stirred for 45 minutes. The reaction is partitioned between ethyl acetate (40 ml) and water (15 ml). The aqueous phase is washed with ethyl acetate (15 ml). The combined organic phases are washed with sa...